Dataset: the Open Reaction Database (ORD), a public repository of structured organic reaction records. Task: describe an organic reaction: reactants, conditions, products, and yield The reactants are BrC1=NC(=CC(=C1)S(=O)(=O)C1=CC=C(C=C1)N)Br (4-(2,6-dibrompyridine-4-sulphonyl)-phenylamine), NCCCN1CCOCC1 (4-(3-aminopropyl)morpholine). Run in O1CCOCC1 (dioxane). Conditions: temperature 60 celsius, time 24 hour. Yields the product NC1=CC=C(C=C1)S(=O)(=O)C1=CC(=NC(=C1)Br)NCCCN1CCOCC1 ([4-(4-aminobenzenesulphonyl)-6-brompyridin-2-yl]-(3-morpholin-4-ylpropyl)amine). Yield: 80.0%. As a reaction SMILES: Br[C:2]1[CH:7]=[C:6]([S:8]([C:11]2[CH:16]=[CH:15][C:14]([NH2:17])=[CH:13][CH:12]=2)(=[O:10])=[O:9])[CH:5]=[C:4]([Br:18])[N:3]=1.[NH2:19][CH2:20][CH2:21][CH2:22][N:23]1[CH2:28][CH2:27][O:26][CH2:25][CH2:24]1>O1CCOCC1>[NH2:17][C:14]1[CH:15]=[CH:16][C:11]([S:8]([C:6]2[CH:5]=[C:4]([Br:18])[N:3]=[C:2]([NH:19][CH2:20][CH2:21][CH2:22][N:23]3[CH2:28][CH2:27][O:26][CH2:25][CH2:24]3)[CH:7]=2)(=[O:10])=[O:9])=[CH:12][CH:13]=1. Reported procedure: 0.162 g (0.00041 mol) of 4-(2,6-dibrompyridine-4-sulphonyl)-phenylamine was dissolved in 6 ml of dioxane and treated with 0.60 ml of 4-(3-aminopropyl)morpholine. The mixture was stirred at 60° C. for 24 hrs., the solvent was removed and the residue was chromatographed on silica gel with 3% methanol in dichloromethane. There was obtained 0.15 g (80%) of [4-(4-aminobenzenesulphonyl)-6-brompyridin-2-yl]-(3-morpholin-4-ylpropyl)amine as a white, amorphous solid. MS (ISP): me/e=457, 455 (C18H24BrN4O3... Starting materials: NCC1=CC=NC=C1 (4-(aminomethyl)pyridine), CC(C)(C)C=1C=C(C=C(C1)C(C)(C)C)S[C@H]1[C@@H](CCCC1)SCC(=O)N(CCC1=NC=CC=C1)C (trans-2-[[2-[[3,5-bis(1,1-dimethylethyl)phenyl]thio]cyclohexyl]thio]-N-methyl-N-(2-pyridinylethyl)acetamide). Yields the product N1=CC=C(C=C1)CNC(C)=O (N-(4-pyridinylmethyl)-acetamide). As a reaction SMILES: [NH2:1][CH2:2][C:3]1[CH:8]=[CH:7][N:6]=[CH:5][CH:4]=1.CC(C1C=C(S[C@@H]2CCCC[C@H]2S[CH2:31][C:32](N(C)CCC2C=CC=CN=2)=[O:33])C=C(C(C)(C)C)C=1)(C)C>>[N:6]1[CH:7]=[CH:8][C:3]([CH2:2][NH:1][C:32](=[O:33])[CH3:31])=[CH:4][CH:5]=1. Procedure details: Substituting 4-(aminomethyl)pyridine for the 2-(2-methylaminoethyl)pyridine of Example 16, and following the procedure described therein, gives trans-2-[[2-[3,5-bis(1,1-dimethylethyl)phenyl]thio]cyclohexyl]thio]-N-(4-pyridinylmethyl)-acetamide.